From a dataset of the Open Reaction Database (ORD), a public repository of structured organic reaction records. describe an organic reaction: reactants, conditions, products, and yield The reactants are Cl.NC(=N)N (Guanidine hydrocloride), N-Benzyl-N-[(4-chloro-1-guanidino-7-isoquinolinyl)methyl]glycine bistrifluoroacetate, C(C)(C)(C)OC(CN(CC1=CC=C2C(=CN=C(C2=C1)Cl)Cl)CC1=CC=CC=C1)=O (N-Benzyl-N-[(1,4-dichloro-7-isoquinolinyl)methyl]glycine t-butyl ester). The solvent is CC(C)(C)O (t-BuOH). Run at temperature 50 celsius. The product is C(C)(C)(C)OC(CN(CC1=CC=C2C(=CN=C(C2=C1)NC(=N)N)Cl)CC1=CC=CC=C1)=O (N-benzyl-N-[(4-chloro-1-guanidino-7-isoquinolinyl)methyl]glycine t-butyl ester). Yield: 11.1%. RXN SMILES: Cl.[NH2:2][C:3]([NH2:5])=[NH:4].[C:6]([O:10][C:11](=[O:34])[CH2:12][N:13]([CH2:27][C:28]1[CH:33]=[CH:32][CH:31]=[CH:30][CH:29]=1)[CH2:14][C:15]1[CH:24]=[C:23]2[C:18]([C:19]([Cl:26])=[CH:20][N:21]=[C:22]2Cl)=[CH:17][CH:16]=1)([CH3:9])([CH3:8])[CH3:7]>CC(O)(C)C>[C:6]([O:10][C:11](=[O:34])[CH2:12][N:13]([CH2:27][C:28]1[CH:29]=[CH:30][CH:31]=[CH:32][CH:33]=1)[CH2:14][C:15]1[CH:24]=[C:23]2[C:18]([C:19]([Cl:26])=[CH:20][N:21]=[C:22]2[NH:4][C:3]([NH2:5])=[NH:2])=[CH:17][CH:16]=1)([CH3:9])([CH3:7])[CH3:8] |f:0.1|. Procedure details: N-Benzyl-N-[(4-chloro-1-guanidino-7-isoquinolinyl)methyl]glycine bistrifluoroacetate ##STR76## NaH (48.6 mg, 80% dispersion in mineral oil, 1.62 mmol) was added to t-BuOH (5 mL) and heated to 50° C. for 15 min. Guanidine hydrocloride (155 mg, 1.62 mmol) was added and heated at 50° C. for an additional 20 min. N-Benzyl-N-[(1,4-dichloro-7-isoquinolinyl)methyl]glycine t-butyl ester (40 mg, 0.09 mmol) added and the mixture was then heated at 95° C. for 20 h. The cooled mixture was evaporated in vacu... Yields the product O=C(O)C1Cc2ccccc2N1. Starting materials: CO, Cl, Cl, [K+], CCOC(=O)C1Cc2ccccc2N1, [OH-], O, Cl[Sn](Cl)(Cl)Cl. As a reaction SMILES: [CH3:25][OH:26].[ClH:1].[ClH:24].[K+:22].[NH:7]1[CH:8]([C:16](=[O:17])[O:18][CH2:19][CH3:20])[CH2:9][c:10]2[cH:11][cH:12][cH:13][cH:14][c:15]21.[OH-:21].[OH2:23].[Sn:2]([Cl:3])([Cl:4])([Cl:5])[Cl:6]>>[NH:7]1[CH:8]([C:16](=[O:17])[OH:18])[CH2:9][c:10]2[cH:11][cH:12][cH:13][cH:14][c:15]21.